describe an organic reaction: reactants, conditions, products, and yield From a dataset of the Open Reaction Database (ORD), a public repository of structured organic reaction records. Starting materials: NC1=NC(=CC(=N1)Cl)Cl (2-amino-4,6-dichloropyrimidine), FC1=C(C=C(C=C1)NC(=O)C1=NSC2=C1C=CC(=C2)O)C(F)(F)F (6-hydroxy-benzo[d]isothiazole-3-carboxylic acid (4-fluoro-3-trifluoromethyl-phenyl)-amide), [O-]P(=O)([O-])[O-].[K+].[K+].[K+] (K3PO4). The solvent is CN1CCCC1=O (NMP), CCOC(=O)C (EtOAc), O (water). Conditions: temperature 70 celsius, time 6 hour. The product is FC1=C(C=C(C=C1)NC(=O)C1=NSC2=C1C=CC(=C2)OC2=NC(=NC(=C2)Cl)N)C(F)(F)F (6-(2-Amino-6-chloro-pyrimidin-4-yloxy)-benzo[d]isothiazole-3-carboxylic acid (4-fluoro-3-trifluoromethyl-phenyl)-amide). RXN SMILES: [NH2:1][C:2]1[N:7]=[C:6](Cl)[CH:5]=[C:4]([Cl:9])[N:3]=1.[F:10][C:11]1[CH:16]=[CH:15][C:14]([NH:17][C:18]([C:20]2[C:24]3[CH:25]=[CH:26][C:27]([OH:29])=[CH:28][C:23]=3[S:22][N:21]=2)=[O:19])=[CH:13][C:12]=1[C:30]([F:33])([F:32])[F:31].[O-]P([O-])([O-])=O.[K+].[K+].[K+]>CN1C(=O)CCC1.CCOC(C)=O.O>[F:10][C:11]1[CH:16]=[CH:15][C:14]([NH:17][C:18]([C:20]2[C:24]3[CH:25]=[CH:26][C:27]([O:29][C:6]4[CH:5]=[C:4]([Cl:9])[N:3]=[C:2]([NH2:1])[N:7]=4)=[CH:28][C:23]=3[S:22][N:21]=2)=[O:19])=[CH:13][C:12]=1[C:30]([F:32])([F:31])[F:33] |f:2.3.4.5|. Procedure: A mixture of 72 mg (0.44 mMol) 2-amino-4,6-dichloropyrimidine, 143 mg (0.40 mMol) 6-hydroxy-benzo[d]isothiazole-3-carboxylic acid (4-fluoro-3-trifluoromethyl-phenyl)-amide and 280 mg (1.32 mMol) K3PO4 in 2 ml NMP is stirred for 6 h at 70° C. Then the mixture is diluted with EtOAc and water, the aq. layer separated off and extracted twice with EtOAc. The organic phases are washed twice with water and brine, dried (Na2SO4) and concentrated. Chromatography (Combi Flash; CH2Cl2→CH2Cl2/EtOH 9:1) give... Starting materials: C1CCOC1, CC(C)OC(=O)N=NC(=O)OC(C)C, O=c1cc(CCO)c(=O)[nH][nH]1, c1ccc(P(c2ccccc2)c2ccccc2)cc1. Product: O=c1cc2c(n[nH]1)OCC2. As a reaction SMILES: [CH2:45]1[O:46][CH2:47][CH2:48][CH2:49]1.[N:31]([C:32]([O:33][CH:34]([CH3:35])[CH3:36])=[O:37])=[N:38][C:39]([O:40][CH:41]([CH3:42])[CH3:43])=[O:44].[OH:1][CH2:2][CH2:3][c:4]1[c:5](=[O:11])[nH:6][nH:7][c:8](=[O:10])[cH:9]1.[c:12]1([P:13]([c:14]2[cH:15][cH:16][cH:17][cH:18][cH:19]2)[c:20]2[cH:21][cH:22][cH:23][cH:24][cH:25]2)[cH:26][cH:27][cH:28][cH:29][cH:30]1>>[CH2:2]1[CH2:3][c:4]2[c:5]([n:6][nH:7][c:8](=[O:10])[cH:9]2)[O:11]1.